Dataset: the Open Reaction Database (ORD), a public repository of structured organic reaction records. Task: describe an organic reaction: reactants, conditions, products, and yield The reactants are BrC=1C(=CC(=C(C(=O)OCC2=CC=CC=C2)C1)OCC1=CC=CC=C1)CN1CCOCC1 (phenylmethyl 5-bromo-4-(4-morpholinylmethyl)-2-[(phenylmethyl)oxy]benzoate), [OH-].[Li+] (lithium hydroxide), O (water). Run in O1CCCC1 (tetrahydrofuran). Product: BrC=1C(=CC(=C(C(=O)O)C1)OCC1=CC=CC=C1)CN1CCOCC1 (5-Bromo-4-(4-morpholinylmethyl)-2-[(phenylmethyl)oxy]benzoic acid). As a reaction SMILES: [Br:1][C:2]1[C:3]([CH2:26][N:27]2[CH2:32][CH2:31][O:30][CH2:29][CH2:28]2)=[CH:4][C:5]([O:18][CH2:19][C:20]2[CH:25]=[CH:24][CH:23]=[CH:22][CH:21]=2)=[C:6]([CH:17]=1)[C:7]([O:9]CC1C=CC=CC=1)=[O:8].[OH-].[Li+].O>O1CCCC1>[Br:1][C:2]1[C:3]([CH2:26][N:27]2[CH2:28][CH2:29][O:30][CH2:31][CH2:32]2)=[CH:4][C:5]([O:18][CH2:19][C:20]2[CH:21]=[CH:22][CH:23]=[CH:24][CH:25]=2)=[C:6]([CH:17]=1)[C:7]([OH:9])=[O:8] |f:1.2|. Reported procedure: To a solution of phenylmethyl 5-bromo-4-(4-morpholinylmethyl)-2-[(phenylmethyl)oxy]benzoate (may be prepared as described in Description 6; 379 mg, 0.76 mmol) in tetrahydrofuran (6 ml) was added lithium hydroxide (110 mg, 4.58 mmol) followed by water (1.5 ml). The reaction was stirred over the weekend, the solvent removed in vacuo and purified by MDAP to yield the title compound as a solid. 249 mg. Starting materials: O=C(Cl)Cl, C#CCN1C(=O)COc2ccc(N)cc21. Yields the product C#CCN1C(=O)COc2ccc(N=C=O)cc21. As a reaction SMILES: [Cl:16][C:17]([Cl:18])=[O:19].[NH2:1][c:2]1[cH:3][cH:4][c:5]2[c:6]([cH:15]1)[N:7]([CH2:12][C:13]#[CH:14])[C:8](=[O:11])[CH2:9][O:10]2>>[N:1]([c:2]1[cH:3][cH:4][c:5]2[c:6]([cH:15]1)[N:7]([CH2:12][C:13]#[CH:14])[C:8](=[O:11])[CH2:9][O:10]2)=[C:17]=[O:19].